From a dataset of the Open Reaction Database (ORD), a public repository of structured organic reaction records. describe an organic reaction: reactants, conditions, products, and yield Starting materials: C1CC1, CO, CO, O=C1c2ccccc2C(O)(c2ccc(Cl)cc2)N1Cc1ccc([N+](=O)[O-])cc1. The product is O=C1c2ccccc2C(OCC2(CO)CC2)(c2ccc(Cl)cc2)N1Cc1ccc([N+](=O)[O-])cc1. As a reaction SMILES: [CH2:33]1[CH2:34][CH2:35]1.[CH3:29][OH:30].[CH3:31][OH:32].[Cl:1][c:2]1[cH:3][cH:4][c:5]([C:8]2([OH:28])[N:9]([CH2:18][c:19]3[cH:20][cH:21][c:22]([N+:25](=[O:26])[O-:27])[cH:23][cH:24]3)[C:10](=[O:17])[c:11]3[cH:12][cH:13][cH:14][cH:15][c:16]32)[cH:6][cH:7]1>>[Cl:1][c:2]1[cH:3][cH:4][c:5]([C:8]2([O:28][CH2:31][C:33]3([CH2:29][OH:30])[CH2:34][CH2:35]3)[N:9]([CH2:18][c:19]3[cH:20][cH:21][c:22]([N+:25](=[O:26])[O-:27])[cH:23][cH:24]3)[C:10](=[O:17])[c:11]3[cH:12][cH:13][cH:14][cH:15][c:16]32)[cH:6][cH:7]1. The reactants are C(C)(=O)O.COC1=CC(=CC=2COCOC21)[C@@H](C2=NN(C(N2)=O)C2=NC=CC=N2)NC2=CC=C(C(=N)N)C=C2 ((S)-4-{[(8-methoxy-4H-benzo[1,3]dioxin-6-yl)-(5-oxo-1-pyrimidin-2-yl-4,5-dihydro-1H-[1,2,4]triazol-3-yl)methyl]amino}benzamidine acetate), Cl.Cl.N(N)C1=NC=CC=C1 (2-hydrazinopyridine dihydrochloride). Product: C(C)(=O)O.COC1=CC(=CC=2COCOC21)[C@@H](C2=NN(C(N2)=O)C2=NC=CC=C2)NC2=CC=C(C(=N)N)C=C2 ((S)-4-{[(8-Methoxy-4H-benzo[1,3]dioxin-6-yl)-(5-oxo-1-pyridin-2-yl-4,5-dihydro-1H-[1,2,4]triazol-3-yl)methyl]amino}benzamidine acetate). Reaction SMILES: [C:1]([OH:4])(=[O:3])[CH3:2].[CH3:5][O:6][C:7]1[C:16]2[O:15][CH2:14][O:13][CH2:12][C:11]=2[CH:10]=[C:9]([C@H:17]([NH:30][C:31]2[CH:39]=[CH:38][C:34]([C:35]([NH2:37])=[NH:36])=[CH:33][CH:32]=2)[C:18]2[NH:22][C:21](=[O:23])[N:20]([C:24]3N=[CH:28][CH:27]=[CH:26][N:25]=3)[N:19]=2)[CH:8]=1.Cl.Cl.N([C:44]1C=CC=CN=1)N>>[C:1]([OH:4])(=[O:3])[CH3:2].[CH3:5][O:6][C:7]1[C:16]2[O:15][CH2:14][O:13][CH2:12][C:11]=2[CH:10]=[C:9]([C@H:17]([NH:30][C:31]2[CH:39]=[CH:38][C:34]([C:35]([NH2:37])=[NH:36])=[CH:33][CH:32]=2)[C:18]2[NH:22][C:21](=[O:23])[N:20]([C:24]3[CH:44]=[CH:28][CH:27]=[CH:26][N:25]=3)[N:19]=2)[CH:8]=1 |f:0.1,2.3.4,5.6|. Procedure: The same procedure was carried out as in Examples (21i) to (21k), except that 2-hydrazinopyridine dihydrochloride was used instead of 2-hydrazinopyrimidine in Example (21i), to give the first eluting enantiomer of the title compound. Starting materials: ClC1=C(C=CC(=C1)Cl)C(CN1C=NC=C1)O (1-(2,4-dichlorophenyl)-2-(1H-imidazol-1-yl)-ethanol), C (charcoal), ClC1=C2C(=NC=C1CCl)N(N=C2)CC (4-chloro-5-chloromethyl-1-ethyl-1H-pyrazolo[3,4-b]pyridine). Run in O1CCCC1 (tetrahydrofuran). Conditions: time 2 hour. The product is Cl.ClC1=C2C(=NC=C1COC(CN1C=NC=C1)C1=C(C=C(C=C1)Cl)Cl)N(N=C2)CC (4-chloro-5-[[1-(2,4-dichlorophenyl)-2-(1H-imidazol-1-yl)ethoxy]methyl]-1-ethyl-1H-pyrazolo[3,4-b]-pyridine, hydrochloride). As a reaction SMILES: [Cl:1][C:2]1[CH:7]=[C:6]([Cl:8])[CH:5]=[CH:4][C:3]=1[CH:9]([OH:16])[CH2:10][N:11]1[CH:15]=[CH:14][N:13]=[CH:12]1.[Cl:17][C:18]1[C:23]([CH2:24]Cl)=[CH:22][N:21]=[C:20]2[N:26]([CH2:29][CH3:30])[N:27]=[CH:28][C:19]=12.C>O1CCCC1>[ClH:1].[Cl:17][C:18]1[C:23]([CH2:24][O:16][CH:9]([C:3]2[CH:4]=[CH:5][C:6]([Cl:8])=[CH:7][C:2]=2[Cl:1])[CH2:10][N:11]2[CH:15]=[CH:14][N:13]=[CH:12]2)=[CH:22][N:21]=[C:20]2[N:26]([CH2:29][CH3:30])[N:27]=[CH:28][C:19]=12 |f:4.5|. Reported procedure: 7.71 g. of 1-(2,4-dichlorophenyl)-2-(1H-imidazol-1-yl)-ethanol (0.03 mol.) and 6.9 g. of 4-chloro-5-chloromethyl-1-ethyl-1H-pyrazolo[3,4-b]pyridine (0.03 mol.) are reacted according to the procedure of Example 1b. The combined tetrahydrofuran layers are treated with charcoal and filtered. Addition of 250 ml. of ether to the tetrahydrofuran solution separates an oily impurity which is removed by decanting the solution. After the solution containing the free base is cleared up by the addition of H...